Dataset: the Open Reaction Database (ORD), a public repository of structured organic reaction records. Task: describe an organic reaction: reactants, conditions, products, and yield Starting materials: ice, FC(C(=O)OCC)(F)F (ethyl trifluoroacetate), C(C=C)N (allylamine). Run in C1CCOC1 (THF). Conditions: time 55 minute. Product: C(C=C)NC(C(F)(F)F)=O (N-allyl-2,2,2-trifluoroacetamide). RXN SMILES: [F:1][C:2]([F:9])([F:8])[C:3]([O:5]CC)=O.[CH2:10]([NH2:13])[CH:11]=[CH2:12]>C1COCC1>[CH2:10]([NH:13][C:3](=[O:5])[C:2]([F:1])([F:8])[F:9])[CH:11]=[CH2:12]. Reported procedure: To an ice-cold solution of ethyl trifluoroacetate (15 mL, 142.2 mmol) in THF (40 mL) was added allylamine (12 mL, 57.1 mmol). The reaction was allowed to warm to room temperature then stirred for 55 min. After the mixture was concentrated under reduced pressure, the residue was dried under vacuum to give acetamide 30. Yield (18.79 g, 98%): 1H NMR (400 MHz, CDCl3) δ 6.46 (br s, 1H), 5.79-5.89 (m, 1H), 5.23-5.29 (m, 2H), 3.98 (t, J=5.6 Hz, 2H). Reactants: C(C)NC([O-])=O.OC=1C(=CC=2C(C3C(CNC3)C2C1)C)Cl (N-ethylcarbamate 5-hydroxy-6-chloro-8-methyl-1,2,3,3a,8,8a-hexahydroindeno[1,2-c]pyrrole), FC=1C=C(CBr)C=CC1 (3-fluorobenzyl bromide). The product is FC=1C=C(COC=2C(=CC=3C(C4C(CNC4)C3C2)C)Cl)C=CC1 (5-(3-Fluorobenzyloxy)-6-chloro-8-methyl-1,2,3,3a,8,8a-hexahydroindeno[1,2-c]pyrrole), crude product. RXN SMILES: C(NC(=O)[O-])C.[OH:7][C:8]1[C:9]([Cl:21])=[CH:10][C:11]2[CH:12]([CH3:20])[CH:13]3[CH2:17][NH:16][CH2:15][CH:14]3[C:18]=2[CH:19]=1.[F:22][C:23]1[CH:24]=[C:25]([CH:28]=[CH:29][CH:30]=1)[CH2:26]Br>>[F:22][C:23]1[CH:24]=[C:25]([CH:28]=[CH:29][CH:30]=1)[CH2:26][O:7][C:8]1[C:9]([Cl:21])=[CH:10][C:11]2[CH:12]([CH3:20])[CH:13]3[CH2:17][NH:16][CH2:15][CH:14]3[C:18]=2[CH:19]=1 |f:0.1|. Procedure: The subtitle compound was prepared by the method of Example 6, Step A utilizing N-ethylcarbamate-5-hydroxy-6-chloro-8-methyl-1,2,3,3a,8,8a-hexahydroindeno[1,2-c]pyrrole (from Example 5 Step A) and 3-fluorobenzyl bromide. The crude product was obtained without further purification. MS calculated for C22H23ClFNO3+H: 404, observed: 404. Starting materials: BrC1=NN(C2=CC=C(C=C12)NC(=O)OC1CCCC1)C (3-bromo-5-(cyclopentyloxycarbonyl)amino-1methylindazole), ester, BrCC1=C(C=C(C(=O)OC)C=C1)OC (methyl 4-bromomethyl-3-methoxybenzoate), C1(CCCC1)OC(=O)NC=1C=C2C(=NN(C2=CC1)C)CC1=C(C=C(C(=O)OC)C=C1)OC (methyl 4-[5-(cyclopentyloxycarbonyl)amino-1-methylindazol-3-ylmethyl]-3-methoxybenzoate). Reagents/catalysts: transition metal, C1=CC=C(C=C1)P([C-]2C=CC=C2)C3=CC=CC=C3.C1=CC=C(C=C1)P([C-]2C=CC=C2)C3=CC=CC=C3.Cl[Pd]Cl.[Fe+2] (dichloro[1,1'-bis(diphenylphosphino)ferrocene]palladium), C1=CC=C(C=C1)P([C-]2C=CC=C2)C3=CC=CC=C3.C1=CC=C(C=C1)P([C-]2C=CC=C2)C3=CC=CC=C3.Cl[Pd]Cl.[Fe+2] (dichloro[1,1'-bis(diphenylphosphino)ferrocene]palladium), [Zn] (zinc). Yields the product C1(CCCC1)OC(=O)NC=1C=C2C(=NN(C2=CC1)C)CC1=C(C=C(C(=O)O)C=C1)OC (4-[5-(cyclopentyloxycarbonyl)amino-1-methylindazol-3-ylmethyl]-3-methoxybenzoic acid). RXN SMILES: BrC1C2C(=CC=C(NC(OC3CCCC3)=O)C=2)N(C)N=1.BrCC1C=CC(C(OC)=O)=CC=1OC.[CH:35]1([O:40][C:41]([NH:43][C:44]2[CH:45]=[C:46]3[C:50](=[CH:51][CH:52]=2)[N:49]([CH3:53])[N:48]=[C:47]3[CH2:54][C:55]2[CH:64]=[CH:63][C:58]([C:59]([O:61]C)=[O:60])=[CH:57][C:56]=2[O:65][CH3:66])=[O:42])[CH2:39][CH2:38][CH2:37][CH2:36]1>[Zn].C1C=CC(P(C2C=CC=CC=2)[C-]2C=CC=C2)=CC=1.C1C=CC(P(C2C=CC=CC=2)[C-]2C=CC=C2)=CC=1.Cl[Pd]Cl.[Fe+2]>[CH:35]1([O:40][C:41]([NH:43][C:44]2[CH:45]=[C:46]3[C:50](=[CH:51][CH:52]=2)[N:49]([CH3:53])[N:48]=[C:47]3[CH2:54][C:55]2[CH:64]=[CH:63][C:58]([C:59]([OH:61])=[O:60])=[CH:57][C:56]=2[O:65][CH3:66])=[O:42])[CH2:36][CH2:37][CH2:38][CH2:39]1 |f:4.5.6.7|. Reported procedure: The process may be carried out, for example, using a stoichiometric amount of activated zinc dust and a catalytic quantity of a transition metal catalyst, such as, for example, dichloro[1,1'-bis(diphenylphosphino)ferrocene]palladium (II) or dichlorobis(triphenylphosphine)nickel (II) to couple, for example, 3-bromo-5-(cyclopentyloxycarbonyl)amino-1methylindazole with, for example, methyl 4-bromomethyl-3-methoxybenzoate to afford methyl 4-[5-(cyclopentyloxycarbonyl)amino-1-methylindazol-3-ylmethyl...